Dataset: the Open Reaction Database (ORD), a public repository of structured organic reaction records. Task: describe an organic reaction: reactants, conditions, products, and yield Starting materials: CO, CC(=O)NC(C(=O)c1ccccc1)c1ccc(=O)n(C(C)C)n1, Cl. Yields the product CC(C)n1nc(C(N)C(=O)c2ccccc2)ccc1=O, Cl. Reaction SMILES: [CH3:24][OH:25].[CH:1]([CH3:2])([CH3:3])[n:4]1[n:5][c:6]([CH:11]([C:12]([c:13]2[cH:14][cH:15][cH:16][cH:17][cH:18]2)=[O:19])[NH:20][C:21](=[O:22])[CH3:23])[cH:7][cH:8][c:9]1=[O:10].[ClH:26]>>[CH:1]([CH3:2])([CH3:3])[n:4]1[n:5][c:6]([CH:11]([C:12]([c:13]2[cH:14][cH:15][cH:16][cH:17][cH:18]2)=[O:19])[NH2:20])[cH:7][cH:8][c:9]1=[O:10].[ClH:26]. Reactants: C(C)OC(=O)CN1C(COC2=C1C=CC(=C2)[N+](=O)[O-])=O (4-ethoxycarbonylmethyl-7-nitro-2H-1,4-benzoxazin-3(4H)-one), C(C)O (ethanol), [H][H] (hydrogen). The reagents and catalysts are [C].[Pd] (palladium-carbon). The solvent is O1CCCC1 (Tetrahydrofuran). Product: NC1=CC2=C(N(C(CO2)=O)CC(=O)OCC)C=C1 (7-amino-4-ethoxycarbonylmethyl-2H-1,4-benzoxazin-3(4H)-one). The yield is 74.7%. Reaction SMILES: [CH2:1]([O:3][C:4]([CH2:6][N:7]1[C:12]2[CH:13]=[CH:14][C:15]([N+:17]([O-])=O)=[CH:16][C:11]=2[O:10][CH2:9][C:8]1=[O:20])=[O:5])[CH3:2].C(O)C.[H][H]>[C].[Pd].O1CCCC1>[NH2:17][C:15]1[CH:14]=[CH:13][C:12]2[N:7]([CH2:6][C:4]([O:3][CH2:1][CH3:2])=[O:5])[C:8](=[O:20])[CH2:9][O:10][C:11]=2[CH:16]=1 |f:3.4|. Procedure details: A mixture of 4-ethoxycarbonylmethyl-7-nitro-2H-1,4-benzoxazin-3(4H)-one (30 g), 10% palladium-carbon (3 g) and ethanol (150 ml) was charged in an autoclave, and catalytically reduced under conditions of 20 kg/cm2 of hydrogen pressure and at a temperature of 60° C. to 70° C. Tetrahydrofuran was added thereto, and the liquor was filtered, then the filtrate was distilled under reduced pressure. Recrystallization of the resulting solid from ethanol gave the desired 7-amino-4-ethoxycarbonylmethyl-2H-...